From a dataset of the Open Reaction Database (ORD), a public repository of structured organic reaction records. describe an organic reaction: reactants, conditions, products, and yield The reactants are CC(C)O, [Cl-], O=[N+]([O-])c1ccc2scnc2c1, [Na+], [OH-], O, O. The product is Nc1ccc2scnc2c1. Reaction SMILES: [CH3:18][CH:19]([OH:20])[CH3:21].[Cl-:15].[N+:1]([O-:2])(=[O:3])[c:4]1[cH:5][cH:6][c:7]2[c:8]([n:9][cH:10][s:11]2)[cH:12]1.[Na+:17].[OH-:16].[OH2:13].[OH2:14]>>[NH2:1][c:4]1[cH:5][cH:6][c:7]2[c:8]([n:9][cH:10][s:11]2)[cH:12]1.